This data is from the Open Reaction Database (ORD), a public repository of structured organic reaction records. The task is: describe an organic reaction: reactants, conditions, products, and yield Reactants: [BH4-], CC(=O)C1CN(C)C2Cc3cn(S(=O)(=O)c4ccccc4)c4cccc(c34)C12, CCO, ClCCl, [Na+], O. Yields the product CC(O)C1CN(C)C2Cc3cn(S(=O)(=O)c4ccccc4)c4cccc(c34)C12. Reaction SMILES: [BH4-:29].[C:1]([CH3:2])(=[O:3])[CH:4]1[CH2:5][N:6]([CH3:28])[CH:7]2[CH2:8][c:9]3[cH:10][n:11]([S:19](=[O:20])(=[O:21])[c:22]4[cH:23][cH:24][cH:25][cH:26][cH:27]4)[c:12]4[cH:13][cH:14][cH:15][c:16]([c:17]34)[CH:18]12.[CH3:35][CH2:36][OH:37].[Cl:32][CH2:33][Cl:34].[Na+:30].[OH2:31]>>[CH:1]([CH3:2])([OH:3])[CH:4]1[CH2:5][N:6]([CH3:28])[CH:7]2[CH2:8][c:9]3[cH:10][n:11]([S:19](=[O:20])(=[O:21])[c:22]4[cH:23][cH:24][cH:25][cH:26][cH:27]4)[c:12]4[cH:13][cH:14][cH:15][c:16]([c:17]34)[CH:18]12. Yields the product CCOC(=O)C(C)(C)c1cccc(C=O)c1. Starting materials: CCOC(=O)C(C)(C)c1cccc(C(Br)Br)c1, CC(=O)O, CC(=O)[O-], Cl, [K+], O. As a reaction SMILES: [Br:1][CH:2]([c:3]1[cH:4][c:5]([C:9]([C:10](=[O:11])[O:12][CH2:13][CH3:14])([CH3:15])[CH3:16])[cH:6][cH:7][cH:8]1)[Br:17].[CH3:18][C:19]([OH:20])=[O:21].[CH3:23][C:24](=[O:25])[O-:26].[ClH:27].[K+:22].[OH2:28]>>[CH:2]([c:3]1[cH:4][c:5]([C:9]([C:10](=[O:11])[O:12][CH2:13][CH3:14])([CH3:15])[CH3:16])[cH:6][cH:7][cH:8]1)=[O:20]. Reactants: C1CCOC1 (THF), BrC1=CC=2CCC=3C=CC=C4C3C2C(=C1)C4 (2-bromo-8,9-dihydro-4H-cyclopenta[def]phenanthrene), CC1(OB(OC1(C)C)C=1C2=CC=CC=C2C(=C2C=CC=CC12)C1=CC=CC=C1)C (4,4,5,5-tetramethyl-2-(10-phenyl-anthracene-9-yl)-[1,3,2]dioxaborolane), C(=O)([O-])[O-].[K+].[K+] (K2CO3). The reagents and catalysts are [Br-].C(CCC)[N+](CCCC)(CCCC)CCCC (tetrabutylammoniumbromide), C=1C=CC(=CC1)[P](C=2C=CC=CC2)(C=3C=CC=CC3)[Pd]([P](C=4C=CC=CC4)(C=5C=CC=CC5)C=6C=CC=CC6)([P](C=7C=CC=CC7)(C=8C=CC=CC8)C=9C=CC=CC9)[P](C=1C=CC=CC1)(C=1C=CC=CC1)C=1C=CC=CC1 (tetrakis(triphenylphosphine)palladium(0)). Solvent: C1(=CC=CC=C1)C (toluene), O (water). Reaction conditions: temperature 100 celsius. Product: BrC1=CC2=CC=C3C=CC=C4C3=C2C(=C1)C4=O (2-bromo-cyclopenta[def]phenanthren-4-one). RXN SMILES: [Br:1][C:2]1[CH:15]=[C:14]2[CH2:16][C:11]3[C:12]4[C:13]2=[C:4]([CH2:5][CH2:6][C:7]=4[CH:8]=[CH:9][CH:10]=3)[CH:3]=1.CC1(C)C(C)(C)OB(C2C3C(C(C4C=CC=CC=4)=C4C=2C=CC=C4)=CC=CC=3)[O:19]1.C([O-])([O-])=O.[K+].[K+].C1COCC1>[Br-].C([N+](CCCC)(CCCC)CCCC)CCC.C1C=CC([P]([Pd]([P](C2C=CC=CC=2)(C2C=CC=CC=2)C2C=CC=CC=2)([P](C2C=CC=CC=2)(C2C=CC=CC=2)C2C=CC=CC=2)[P](C2C=CC=CC=2)(C2C=CC=CC=2)C2C=CC=CC=2)(C2C=CC=CC=2)C2C=CC=CC=2)=CC=1.O.C1(C)C=CC=CC=1>[Br:1][C:2]1[CH:15]=[C:14]2[C:16](=[O:19])[C:11]3[C:12]4=[C:13]2[C:4](=[CH:5][CH:6]=[C:7]4[CH:8]=[CH:9][CH:10]=3)[CH:3]=1 |f:2.3.4,6.7,^1:78,80,99,118|. Procedure details: The compound 2 (1.0 g, 1 eq., 2.02 mmol), 4,4,5,5-tetramethyl-2-(10-phenyl-anthracene-9-yl)-[1,3,2]dioxaborolane (0.77 g, 1 eq., 2.02 mmol), tetrakis(triphenylphosphine)palladium(0) (0.23 g, 0.1 eq., 0.2 mmol), 2M K2CO3 (1 ml, 1 eq., 2.02 mmol), and tetrabutylammoniumbromide (0.65 g, 1 eq., 2.02 mmol) were put into a 100 ml round bottom flask under an argon gas atmosphere, and THF (50 ml) and toluene (20 ml) were added thereto. The reaction mixture was refluxed at 100° C. for 16 hours. When the ... The reactants are ClCCl (dichloromethane), OCC=1C=C(C=CC1)O (3-[(Hydroxy)methyl]phenol), C(Br)(Br)(Br)Br (carbon tetrabromide). Solvent: C(C)#N (acetonitrile). Reaction conditions: temperature 2.5 celsius. Product: BrCC=1C=C(C=CC1)O (3-[(Bromo)methyl]phenol). As a reaction SMILES: O[CH2:2][C:3]1[CH:4]=[C:5]([OH:9])[CH:6]=[CH:7][CH:8]=1.ClCCl.C(Br)(Br)(Br)[Br:14]>C(#N)C>[Br:14][CH2:2][C:3]1[CH:4]=[C:5]([OH:9])[CH:6]=[CH:7][CH:8]=1. Procedure: 3-[(Hydroxy)methyl]phenol was dissolved in acetonitrile (300 ml) and dichloromethane (900 ml) and the resulting mixture was poured in the flask kept under argon; magnetic stirring was set on. The solution was then cooled with an ice bath and carbon tetrabromide and triphenilphosphine were added. The latter was added in small portions in order to maintain the temperature at ca. 2-3° C. Starting materials: COC(=O)c1ccc(N(C)C(=O)CCc2ccccc2)cc1, CCO, NN, O. RXN SMILES: [CH3:1][N:2]([c:3]1[cH:4][cH:5][c:6]([C:7](=[O:8])[O:9][CH3:10])[cH:11][cH:12]1)[C:13]([CH2:14][CH2:15][c:16]1[cH:17][cH:18][cH:19][cH:20][cH:21]1)=[O:22].[CH3:26][CH2:27][OH:28].[NH2:24][NH2:25].[OH2:23]>>[CH3:1][N:2]([c:3]1[cH:4][cH:5][c:6]([C:7](=[O:8])[NH:24][NH2:25])[cH:11][cH:12]1)[C:13]([CH2:14][CH2:15][c:16]1[cH:17][cH:18][cH:19][cH:20][cH:21]1)=[O:22]. Product: CN(C(=O)CCc1ccccc1)c1ccc(C(=O)NN)cc1. The reactants are C[Si](C)(C)C=[N+]=[N-], Cc1oc(-c2ccccc2)nc1CCC(=O)O, CO, Cc1ccccc1. The product is Cc1oc(-c2ccccc2)nc1CCCO. As a reaction SMILES: [CH3:18][Si:19]([CH:20]=[N+:21]=[N-:22])([CH3:23])[CH3:24].[CH3:1][c:2]1[c:3]([CH2:13][CH2:14][C:15](=[O:16])[OH:17])[n:4][c:5](-[c:7]2[cH:8][cH:9][cH:10][cH:11][cH:12]2)[o:6]1.[CH3:32][OH:33].[c:25]1([CH3:26])[cH:27][cH:28][cH:29][cH:30][cH:31]1>>[CH3:1][c:2]1[c:3]([CH2:13][CH2:14][CH2:15][OH:16])[n:4][c:5](-[c:7]2[cH:8][cH:9][cH:10][cH:11][cH:12]2)[o:6]1. Reactants: CCOC(=O)c1cccnc1C, Cc1cccnc1C(=O)NN, CCOC(=O)c1cccc(C)n1. Yields the product Cc1ncccc1C(=O)NN. RXN SMILES: [CH3:12][c:13]1[n:14][cH:15][cH:16][cH:17][c:18]1[C:19]([O:21][CH2:20][CH3:22])=[O:23].[CH3:1][c:2]1[c:3]([C:4](=[O:5])[NH:10][NH2:11])[n:6][cH:7][cH:8][cH:9]1.[CH3:24][c:25]1[n:26][c:27]([C:28]([O:29][CH2:30][CH3:31])=[O:32])[cH:33][cH:34][cH:35]1>>[NH:10]([NH2:11])[C:19]([c:18]1[c:13]([CH3:12])[n:14][cH:15][cH:16][cH:17]1)=[O:21]. Starting materials: C(C)OC([C@H](CC1=CC=C(C=C1)OCCCBr)OC)=O ((2S)-3-[4-(3-Bromo-propoxy)-phenyl]-2-methoxy-propionic acid ethyl ester), OC1=CC=C(C=C1)C(C(C)(C)C)=O (1-(4-Hydroxyphenyl)-2,2-dimethyl-propan-1-one), [OH-].[Na+] (NaOH). Yields the product CC(C(=O)C1=CC=C(OCCCOC2=CC=C(C=C2)C[C@@H](C(=O)O)OC)C=C1)(C)C ((2S)-3-(4-{3-[4-(2,2-Dimethyl-propionyl)-phenoxy]-propoxy}-phenyl)-2-methoxy-propionic acid). RXN SMILES: C([O:3][C:4](=[O:20])[C@@H:5]([O:18][CH3:19])[CH2:6][C:7]1[CH:12]=[CH:11][C:10]([O:13][CH2:14][CH2:15][CH2:16]Br)=[CH:9][CH:8]=1)C.[OH:21][C:22]1[CH:27]=[CH:26][C:25]([C:28](=[O:33])[C:29]([CH3:32])([CH3:31])[CH3:30])=[CH:24][CH:23]=1.[OH-].[Na+]>>[CH3:30][C:29]([CH3:32])([CH3:31])[C:28]([C:25]1[CH:24]=[CH:23][C:22]([O:21][CH2:16][CH2:15][CH2:14][O:13][C:10]2[CH:9]=[CH:8][C:7]([CH2:6][C@H:5]([O:18][CH3:19])[C:4]([OH:3])=[O:20])=[CH:12][CH:11]=2)=[CH:27][CH:26]=1)=[O:33] |f:2.3|. Reported procedure: (2S)-3-[4-(3-Bromo-propoxy)-phenyl]-2-methoxy-propionic acid ethyl ester from Example 173, Step A was treated with 1-(4-Hydroxyphenyl)-2,2-dimethyl-propan-1-one from Step A under the Standard Procedure J. The compound thus obtained was allowed to react under Standard hydrolysis procedure C (NaOH) to give the title compound. MS(ES) for C24H30O6 [M+NH4]+: 437 [M+H]+: 415. Starting materials: COC(=O)C=Cc1cccc(N)c1, [Na+], O=C([O-])O, C1COCCO1, O, O=S(=O)(Cl)C=Cc1ccccc1. Yields the product COC(=O)C=Cc1cccc(NS(=O)(=O)C=Cc2ccccc2)c1. As a reaction SMILES: [CH3:13][O:14][C:15]([CH:16]=[CH:17][c:18]1[cH:19][c:20]([NH2:24])[cH:21][cH:22][cH:23]1)=[O:25].[Na+:30].[O-:26][C:27]([OH:28])=[O:29].[O:31]1[CH2:32][CH2:33][O:34][CH2:35][CH2:36]1.[OH2:37].[c:1]1([CH:7]=[CH:8][S:9](=[O:10])(=[O:11])[Cl:12])[cH:2][cH:3][cH:4][cH:5][cH:6]1>>[c:1]1([CH:7]=[CH:8][S:9](=[O:10])(=[O:11])[NH:24][c:20]2[cH:19][c:18]([CH:17]=[CH:16][C:15]([O:14][CH3:13])=[O:25])[cH:23][cH:22][cH:21]2)[cH:2][cH:3][cH:4][cH:5][cH:6]1. Reactants: CC1(CCC(=O)O)CC1, O=C(Cl)C(=O)Cl, ClCCl. The product is CC1(CCC(=O)Cl)CC1. As a reaction SMILES: [CH3:1][C:2]1([CH2:5][CH2:6][C:7](=[O:8])[OH:9])[CH2:3][CH2:4]1.[Cl:10][C:11]([C:12]([Cl:13])=[O:14])=[O:15].[Cl:16][CH2:17][Cl:18]>>[CH3:1][C:2]1([CH2:5][CH2:6][C:7](=[O:9])[Cl:10])[CH2:3][CH2:4]1.